The task is: describe an organic reaction: reactants, conditions, products, and yield. This data is from the Open Reaction Database (ORD), a public repository of structured organic reaction records. Reactants: C=O, COc1cc(C(F)(F)F)cc(C(F)(F)F)c1C(=O)NC1CCCCC1NC1CCC1, O=CO, [Na+], [Na+], O=C([O-])[O-]. RXN SMILES: [CH2:31]=[O:32].[CH:1]1([NH:5][CH:6]2[CH:7]([NH:12][C:13]([c:14]3[c:15]([O:28][CH3:29])[cH:16][c:17]([C:24]([F:25])([F:26])[F:27])[cH:18][c:19]3[C:20]([F:21])([F:22])[F:23])=[O:30])[CH2:8][CH2:9][CH2:10][CH2:11]2)[CH2:2][CH2:3][CH2:4]1.[CH:39]([OH:40])=[O:41].[Na+:33].[Na+:34].[O-:35][C:36](=[O:37])[O-:38]>>[CH:1]1([N:5]([CH:6]2[CH:7]([NH:12][C:13]([c:14]3[c:15]([O:28][CH3:29])[cH:16][c:17]([C:24]([F:25])([F:26])[F:27])[cH:18][c:19]3[C:20]([F:21])([F:22])[F:23])=[O:30])[CH2:8][CH2:9][CH2:10][CH2:11]2)[CH3:36])[CH2:2][CH2:3][CH2:4]1. The product is COc1cc(C(F)(F)F)cc(C(F)(F)F)c1C(=O)NC1CCCCC1N(C)C1CCC1. The reactants are ice water, C(C1=CC=CC=C1)OC(=O)N(CCC1=CC=C(C(=O)NC=2C(=C(C(=O)OC)C=CC2)O)C=C1)C (methyl 3-(4-(2-((benzyloxycarbonyl)(methyl)amino)ethyl)benzamido)-2-hydroxybenzoate), S(=O)(Cl)Cl (thionyl chloride), N1=CC=CC=C1 (pyridine). Solvent: C1(=CC=CC=C1)C (toluene). Reaction conditions: temperature 110 celsius. Product: C(C1=CC=CC=C1)OC(=O)N(CCC1=CC=C(C=C1)C=1OC2=C(N1)C=CC=C2C(=O)OC)C (methyl 2-(4-(2-((benzyloxycarbonyl)(methyl)amino)ethyl)phenyl)benzo[d]oxazole-7-carboxylate). Isolated yield 26.0%. Reaction SMILES: [CH2:1]([O:8][C:9]([N:11]([CH3:34])[CH2:12][CH2:13][C:14]1[CH:33]=[CH:32][C:17]([C:18]([NH:20][C:21]2[C:22]([OH:31])=[C:23]([CH:28]=[CH:29][CH:30]=2)[C:24]([O:26][CH3:27])=[O:25])=O)=[CH:16][CH:15]=1)=[O:10])[C:2]1[CH:7]=[CH:6][CH:5]=[CH:4][CH:3]=1.N1C=CC=CC=1.S(Cl)(Cl)=O>C1(C)C=CC=CC=1>[CH2:1]([O:8][C:9]([N:11]([CH3:34])[CH2:12][CH2:13][C:14]1[CH:33]=[CH:32][C:17]([C:18]2[O:31][C:22]3[C:23]([C:24]([O:26][CH3:27])=[O:25])=[CH:28][CH:29]=[CH:30][C:21]=3[N:20]=2)=[CH:16][CH:15]=1)=[O:10])[C:2]1[CH:7]=[CH:6][CH:5]=[CH:4][CH:3]=1. Reported procedure: A mixture of methyl 3-(4-(2-((benzyloxycarbonyl)(methyl)amino)ethyl)benzamido)-2-hydroxybenzoate (800 mg, 1.73 mmol) in anhydrous toluene (10 mL) was added anhydrous pyridine (0.76 mL, 9.5 mmol), then thionyl chloride (0.7 ml, 9.5 mmol) was added. The mixture was heated to 110° C. for 2 h. The mixture was cooled to room temperature and poured into ice water (100 mL) carefully with vigorous stirring, then extracted with ethyl acetate (50 mL×3). The organic phase was washed with saturated sodium b... Run in C(C)(=O)OCC (ethyl acetate), C1(=CC=CC=C1)C (toluene). Procedure: Benzyl 4-formylbenzoate (618 mg, 2.57 mmol) and methyl 4-(aminomethyl)benzoate hydrochloride (622 mg, 3.09 mmol) were dissolved in 20 mL of toluene and 2.0 mL of methanol, and the solvent was evaporated under reduced pressure. The resulting white solid was dissolved in 15 mL of 2-propanol, sodium triacetoxyborohydride (1.64 g, 7.72 mmol) was added, and the mixture was stirred at room temperature for 5 hours. The reaction mixture was diluted with ethyl acetate and washed with a saturated aqueous ... The yield is 54.0%. Yields the product N(CC1=CC=C(C(=O)OCC2=CC=CC=C2)C=C1)CC1=CC=C(C(=O)OC)C=C1 (Benzyl methyl 4,4′-[iminobis(methylene)]dibenzoate). Reaction SMILES: [CH:1]([C:3]1[CH:18]=[CH:17][C:6]([C:7]([O:9][CH2:10][C:11]2[CH:16]=[CH:15][CH:14]=[CH:13][CH:12]=2)=[O:8])=[CH:5][CH:4]=1)=O.Cl.[NH2:20][CH2:21][C:22]1[CH:31]=[CH:30][C:25]([C:26]([O:28][CH3:29])=[O:27])=[CH:24][CH:23]=1.C(O[BH-](OC(=O)C)OC(=O)C)(=O)C.[Na+]>C1(C)C=CC=CC=1.C(OCC)(=O)C>[NH:20]([CH2:21][C:22]1[CH:23]=[CH:24][C:25]([C:26]([O:28][CH3:29])=[O:27])=[CH:30][CH:31]=1)[CH2:1][C:3]1[CH:18]=[CH:17][C:6]([C:7]([O:9][CH2:10][C:11]2[CH:16]=[CH:15][CH:14]=[CH:13][CH:12]=2)=[O:8])=[CH:5][CH:4]=1 |f:1.2,3.4|. Starting materials: C(=O)C1=CC=C(C(=O)OCC2=CC=CC=C2)C=C1 (Benzyl 4-formylbenzoate), Cl.NCC1=CC=C(C(=O)OC)C=C1 (methyl 4-(aminomethyl)benzoate hydrochloride), C(C)(=O)O[BH-](OC(C)=O)OC(C)=O.[Na+] (sodium triacetoxyborohydride). Conditions: time 5 hour.